describe an organic reaction: reactants, conditions, products, and yield From a dataset of the Open Reaction Database (ORD), a public repository of structured organic reaction records. Reactants: CC1=NN(C)C(=O)C1, Cc1ccccc1, O=Cc1ccc(Cl)cc1Cl, O. The product is CC1=NN(C)C(=O)C1=Cc1ccc(Cl)cc1Cl. As a reaction SMILES: [CH3:1][N:2]1[N:3]=[C:4]([CH3:8])[CH2:5][C:6]1=[O:7].[CH3:20][c:21]1[cH:22][cH:23][cH:24][cH:25][cH:26]1.[Cl:9][c:10]1[c:11]([CH:12]=[O:13])[cH:14][cH:15][c:16]([Cl:18])[cH:17]1.[OH2:19]>>[CH3:1][N:2]1[N:3]=[C:4]([CH3:8])[C:5](=[CH:12][c:11]2[c:10]([Cl:9])[cH:17][c:16]([Cl:18])[cH:15][cH:14]2)[C:6]1=[O:7]. The reactants are CN(C1=CN=C(S1)C(C)=O)C (1-(5-Dimethylamino-thiazol-2-yl)-ethanone), [N+](=O)([O-])[O-].CC=1C=C(C=C(C1)C)NC(=[NH2+])N (N-(3,5 dimethylphenyl) guanidinium nitrate), CNC (dimethylamine), BrC1=CN=C(S1)C(C)=O (1-(5-Bromo-thiazol-2-yl)-ethanone). The product is CN(C1=CN=C(S1)C1=NC(=NC=C1)NC1=CC(=CC(=C1)C)C)C ([4-(5-Dimethylamino-thiazol-2-yl)-pyrimidin-2-yl]-(3,5-dimethyl-phenyl)-amine). Reaction SMILES: [CH3:1][N:2]([CH3:11])[C:3]1[S:7][C:6]([C:8](=O)[CH3:9])=[N:5][CH:4]=1.[CH3:12]NC.BrC1SC(C(=O)C)=NC=1.[N+]([O-])([O-])=O.[CH3:28][C:29]1[CH:30]=[C:31]([NH:36][C:37]([NH2:39])=[NH2+:38])[CH:32]=[C:33]([CH3:35])[CH:34]=1>>[CH3:1][N:2]([CH3:11])[C:3]1[S:7][C:6]([C:8]2[CH:9]=[CH:12][N:39]=[C:37]([NH:36][C:31]3[CH:30]=[C:29]([CH3:28])[CH:34]=[C:33]([CH3:35])[CH:32]=3)[N:38]=2)=[N:5][CH:4]=1 |f:3.4|. Reported procedure: This compound was prepared from 1-(5-Dimethylamino-thiazol-2-yl)-ethanone (prepared from dimethylamine and 1-(5-Bromo-thiazol-2-yl)-ethanone in a procedure similar to that described in method I) and N-(3,5 dimethylphenyl) guanidinium nitrate (prepared using a procedure similar to that described in WO9719065) using procedures similar to those described in methods E-F. The product was isolated as a yellow solid (40% last step); IR (solid) 1738, 1365, 1217, cm−1; 1H NMR (400 Mhz, CDCl3) δ 2.35 (6H,...